Dataset: the Open Reaction Database (ORD), a public repository of structured organic reaction records. Task: describe an organic reaction: reactants, conditions, products, and yield The reactants are COC=1C(NC=CC1)=O (3-methoxy-pyridinone), COC=1C(N(CCC1C(CC)=O)CC1=CC=C(C=C1)OC)=O (3-Methoxy-1-(4-methoxybenzyl)-4-propionyl-5,6-dihydro-1H-pyridin-2-one), Cl.Cl.C1(CCCC1)NN (cyclopentylhydrazine dihydrochloride). Solvent: O1CCCC1 (tetrahydrofuran). Run at temperature 88 celsius. The product is N1=NC(C2=C1C=CC=N2)=O (pyrazolopyridinone). As a reaction SMILES: CO[C:3]1[C:4](=O)[NH:5][CH:6]=[CH:7][CH:8]=1.COC1[C:13](=[O:31])[N:14](CC2C=CC(OC)=CC=2)CCC=1C(=O)CC.Cl.Cl.C1([NH:39]N)CCCC1>O1CCCC1>[N:39]1[C:3]2[CH:8]=[CH:7][CH:6]=[N:5][C:4]=2[C:13](=[O:31])[N:14]=1 |f:2.3.4|. Reported procedure: treating said 3-methoxy-pyridinone compound of Formula (7.0.0) with cyclopentylhydrazine dihydrochloride; wherein a reaction mixture is established with tetrahydrofuran (THF) solvent and heating of said reaction mixture to 88° C., for 12 hours, while said reaction mixture is being swept by nitrogen in order to remove methanol, THF, and HCl; whereby there is produced a pyrazolopyridinone compound N-protected by p-methoxybenzyl, of Formula (8.0.0): The reactants are COC1=CC=CC=2NC(NC21)=O (4-methoxy-2-oxo-2,3-dihydrobenzimidazole), C1(=CC=CC=C1)OC(=O)Cl (phenylchloroformate), ice water. Run in N1=CC=CC=C1 (pyridine). Yields the product C1(=CC=CC=C1)OC(=O)N1C(NC2=C1C=CC=C2OC)=O (4-methoxy-2-oxo-2,3-dihydrobenzimidazole-1-carboxylic Acid Phenyl Ester). RXN SMILES: [CH3:1][O:2][C:3]1[C:11]2[NH:10][C:9](=[O:12])[NH:8][C:7]=2[CH:6]=[CH:5][CH:4]=1.[C:13]1([O:19][C:20](Cl)=[O:21])[CH:18]=[CH:17][CH:16]=[CH:15][CH:14]=1>N1C=CC=CC=1>[C:13]1([O:19][C:20]([N:8]2[C:7]3[CH:6]=[CH:5][CH:4]=[C:3]([O:2][CH3:1])[C:11]=3[NH:10][C:9]2=[O:12])=[O:21])[CH:18]=[CH:17][CH:16]=[CH:15][CH:14]=1. Procedure: To a solution of 4-methoxy-2-oxo-2,3-dihydrobenzimidazole (24 g; 0.146 mol) in pyridine (200 ml), phenylchloroformate (18.4 ml; 0.146 mol) was added dropwise. The reaction mixture was refluxed for 14 hours then was poured into ice-water. The precipitated solid was collected and dried to give the title compound. 30 g; m.p. 204-205° C. The reactants are CCN=C=NCCCN(C)C, CCN(C(C)C)C(C)C, ClCCl, Cl, Cl, NC(Cc1ccccc1)C(O)CNCc1cccc(C(F)(F)F)c1, CCCC(CCC)n1ccc2c(C(=O)O)cccc2c1=O, O, Oc1cccc2[nH]nnc12. Product: CCCC(CCC)n1ccc2c(C(=O)NC(Cc3ccccc3)C(O)CNCc3cccc(C(F)(F)F)c3)cccc2c1=O. As a reaction SMILES: [CH3:58][N:59]([CH3:60])[CH2:61][CH2:62][CH2:63][N:64]=[C:65]=[N:66][CH2:67][CH3:68].[CH:69]([N:70]([CH2:71][CH3:72])[CH:73]([CH3:74])[CH3:75])([CH3:76])[CH3:77].[Cl:78][CH2:79][Cl:80].[ClH:22].[ClH:57].[NH2:23][CH:24]([CH:25]([CH2:26][NH:27][CH2:28][c:29]1[cH:30][c:31]([C:35]([F:36])([F:37])[F:38])[cH:32][cH:33][cH:34]1)[OH:39])[CH2:40][c:41]1[cH:42][cH:43][cH:44][cH:45][cH:46]1.[O:1]=[c:2]1[n:3]([CH:15]([CH2:16][CH2:17][CH3:18])[CH2:19][CH2:20][CH3:21])[cH:4][cH:5][c:6]2[c:7]([C:12](=[O:13])[OH:14])[cH:8][cH:9][cH:10][c:11]12.[OH2:81].[OH:47][c:48]1[c:49]2[n:50][n:51][nH:52][c:53]2[cH:54][cH:55][cH:56]1>>[O:1]=[c:2]1[n:3]([CH:15]([CH2:16][CH2:17][CH3:18])[CH2:19][CH2:20][CH3:21])[cH:4][cH:5][c:6]2[c:7]([C:12](=[O:14])[NH:23][CH:24]([CH:25]([CH2:26][NH:27][CH2:28][c:29]3[cH:30][c:31]([C:35]([F:36])([F:37])[F:38])[cH:32][cH:33][cH:34]3)[OH:39])[CH2:40][c:41]3[cH:42][cH:43][cH:44][cH:45][cH:46]3)[cH:8][cH:9][cH:10][c:11]12.